Dataset: the Open Reaction Database (ORD), a public repository of structured organic reaction records. Task: describe an organic reaction: reactants, conditions, products, and yield Starting materials: [I-].[Na+] (sodium iodide), CS(=O)(=O)Cl (methanesulfonyl chloride), C(Cl)Cl (methylene chloride), OCCC\C(\C(NC1=CC=CC=C1)=S)=C/SC1=CC=CC=C1 ((E)-5-hydroxy-N-phenyl-2-(phenylthiomethylene) pentanethioamide). Solvent: O (water), C(C)N(CC)CC (triethylamine). Run at time 3 hour. The product is C1(=CC=CC=C1)S\C=C/1\C(\SCCC1)=N\C1=CC=CC=C1 ((Z)—N-((E)-3-(phenylthiomethylene) tetrahydro-2H-thiopyran-2-ylidene) aniline). Isolated yield 60.8%. Reaction SMILES: CS(Cl)(=O)=O.C(Cl)Cl.O[CH2:10][CH2:11][CH2:12]/[C:13](=[CH:23]\[S:24][C:25]1[CH:30]=[CH:29][CH:28]=[CH:27][CH:26]=1)/[C:14](=[S:22])[NH:15][C:16]1[CH:21]=[CH:20][CH:19]=[CH:18][CH:17]=1.[I-].[Na+]>O.C(N(CC)CC)C>[C:25]1([S:24]/[CH:23]=[C:13]2/[C:14](=[N:15]/[C:16]3[CH:21]=[CH:20][CH:19]=[CH:18][CH:17]=3)/[S:22][CH2:10][CH2:11][CH2:12]/2)[CH:30]=[CH:29][CH:28]=[CH:27][CH:26]=1 |f:3.4|. Reported procedure: 0.48 g of methanesulfonyl chloride was added to 20 ml of methylene chloride solution including 0.4 g of (E)-5-hydroxy-N-phenyl-2-(phenylthiomethylene) pentanethioamide, 0.46 g of triethylamine and 0.69 of sodium iodide. The resulting solution was stirred at room temperature for 3 hours, and added with water, extracted with ethyl acetate. The organic layer was washed with brine, dried with anhydrous magnesium sulfate, filtered, and concentrated under reduced pressure. The residue was purified by ... The reactants are C=1(C(=CC=CC1)C#N)C (o-Tolunitrile), O(Cl)Cl (dichlorine monoxide), C(Cl)(Cl)(Cl)Cl (carbon tetrachloride). The product is ClC(C1=C(C#N)C=CC=C1)(Cl)Cl (2-trichloromethylbenzonitrile). Yield: 100.0%. Reported procedure: o-Tolunitrile (1.83 g, 0.0156 mole) and dichlorine monoxide (6.79 g, 0.078 mole) in carbon tetrachloride were heated at 75° for 18.5 hrs in a Carrius tube following the procedure described in Example 6. The reaction mixture was dried (MgSO4) and the solvent removed on a rotary evaporator to give a white crystalline solid (4.09 g, purity by HPLC 85.45%, yield 100%). The product was combined with that of a similar run and recrystallized from cyclohexane to give substantially pure 2-trichloromethyl... As a reaction SMILES: [C:1]1(C)[C:2]([C:7]#[N:8])=[CH:3][CH:4]=[CH:5][CH:6]=1.O(Cl)Cl.[C:13]([Cl:17])(Cl)([Cl:15])[Cl:14]>>[Cl:14][C:13]([Cl:17])([Cl:15])[C:1]1[CH:6]=[CH:5][CH:4]=[CH:3][C:2]=1[C:7]#[N:8]. The reactants are C(=C)C1=CC=C(C=C1)B(O)O (4-vinyl-phenyl boronic acid), C(C)(C)(C)P (t-butylphosphine), ClC1=CC=C(C=C1)C1=CC=NC=C1 (4-(4-chloro-phenyl)pyridine), F[K] (fluoro-potassium). The reagents and catalysts are C(C1=CC=CC=C1)=CC(=O)C=CC1=CC=CC=C1.C(C1=CC=CC=C1)=CC(=O)C=CC1=CC=CC=C1.C(C1=CC=CC=C1)=CC(=O)C=CC1=CC=CC=C1.[Pd] (palladium tris(dibenzylidene acetone)). Solvent: O1CCOCC1 (1,4-dioxane). Conditions: temperature 80 celsius. Product: C(=C)C1=CC=C(C=C1)C1=CC=C(C=C1)C1=CC=NC=C1 (4-(4′-vinyl-biphenyl-4-yl)pyridine). Yield: 50.0%. RXN SMILES: [CH:1]([C:3]1[CH:8]=[CH:7][C:6](B(O)O)=[CH:5][CH:4]=1)=[CH2:2].Cl[C:13]1[CH:18]=[CH:17][C:16]([C:19]2[CH:24]=[CH:23][N:22]=[CH:21][CH:20]=2)=[CH:15][CH:14]=1.F[K].C(P)(C)(C)C>C(=CC(C=CC1C=CC=CC=1)=O)C1C=CC=CC=1.C(=CC(C=CC1C=CC=CC=1)=O)C1C=CC=CC=1.C(=CC(C=CC1C=CC=CC=1)=O)C1C=CC=CC=1.[Pd].O1CCOCC1>[CH:1]([C:3]1[CH:8]=[CH:7][C:6]([C:13]2[CH:14]=[CH:15][C:16]([C:19]3[CH:20]=[CH:21][N:22]=[CH:23][CH:24]=3)=[CH:17][CH:18]=2)=[CH:5][CH:4]=1)=[CH2:2] |f:4.5.6.7|. Reported procedure: This Example was carried out in the same manner as Example 10, except that 23.42 g (0.158 mol) of 4-vinyl-phenyl boronic acid, 20.0 g (0.1055 mol) of 4-(4-chloro-phenyl)pyridine, 500□ of 1,4-dioxane, 27.54 g (0.474 mol, 3.3 equivalent) of fluoro-potassium, 1.69 g (0.0084 mol, 5.3 mol %) of t-butylphosphine [P( t-Bu)3)], and 2.6 g (0.0028 mol, 1.8 mol %) of palladium tris(dibenzylidene acetone) [Pd2(dba)3] were used. Finally, after the resulting solution was heated to reflux at 80° C. for 24 hour... The solvent is CCOC(=O)C (EtOAc), C=1(C(=CC=CC1)C)C (xylene). Reported procedure: To a suspension of methyl 2-(2-phenylethyl)piperidine-4-carboxylate in xylene were added ethyl bromoacetate and K2CO3, followed by heating under reflux for 8 hours. The reaction mixture was diluted with EtOAc, the organic layer was washed with water and brine in this order, dried over MgSO4, and then filtered. The filtrate was concentrated under reduced pressure. To the residue was added hexane, and the insolubles were removed by filtration, followed by concentration under reduced pressure. The ... Reaction SMILES: [C:1]1([CH2:7][CH2:8][CH:9]2[CH2:14][CH:13]([C:15]([O:17][CH3:18])=[O:16])[CH2:12][CH2:11][NH:10]2)[CH:6]=[CH:5][CH:4]=[CH:3][CH:2]=1.Br[CH2:20][C:21]([O:23][CH2:24][CH3:25])=[O:22].C([O-])([O-])=O.[K+].[K+]>C1(C)C(C)=CC=CC=1.CCOC(C)=O>[CH2:24]([O:23][C:21](=[O:22])[CH2:20][N:10]1[CH2:11][CH2:12][CH:13]([C:15]([O:17][CH3:18])=[O:16])[CH2:14][CH:9]1[CH2:8][CH2:7][C:1]1[CH:6]=[CH:5][CH:4]=[CH:3][CH:2]=1)[CH3:25] |f:2.3.4|. Product: C(C)OC(CN1C(CC(CC1)C(=O)OC)CCC1=CC=CC=C1)=O (methyl 1-(2-ethoxy-2-oxoethyl)-2-(2-phenylethyl)piperidine-4-carboxylate). Starting materials: BrCC(=O)OCC (ethyl bromoacetate), C(=O)([O-])[O-].[K+].[K+] (K2CO3), C1(=CC=CC=C1)CCC1NCCC(C1)C(=O)OC (methyl 2-(2-phenylethyl)piperidine-4-carboxylate). The reactants are COC(=O)c1cc(S(C)(=O)=O)nc(Cl)n1, CO, N, C1COCCO1. The product is COC(=O)c1cc(N)nc(Cl)n1. As a reaction SMILES: [CH3:1][O:2][C:3](=[O:4])[c:5]1[n:6][c:7]([Cl:15])[n:8][c:9]([S:11]([CH3:12])(=[O:13])=[O:14])[cH:10]1.[CH3:23][OH:24].[NH3:16].[O:17]1[CH2:18][CH2:19][O:20][CH2:21][CH2:22]1>>[CH3:1][O:2][C:3](=[O:4])[c:5]1[n:6][c:7]([Cl:15])[n:8][c:9]([NH2:16])[cH:10]1. Reactants: Cc1oc(-c2ccc3ccccc3c2)nc1C=Cc1ccc(CO)cc1, ClC(Cl)Cl. The product is Cc1oc(-c2ccc3ccccc3c2)nc1C=Cc1ccc(C=O)cc1. Reaction SMILES: [CH3:1][c:2]1[c:3]([CH:17]=[CH:18][c:19]2[cH:20][cH:21][c:22]([CH2:23][OH:24])[cH:25][cH:26]2)[n:4][c:5](-[c:7]2[cH:8][c:9]3[cH:10][cH:11][cH:12][cH:13][c:14]3[cH:15][cH:16]2)[o:6]1.[CH:27]([Cl:28])([Cl:29])[Cl:30]>>[CH3:1][c:2]1[c:3]([CH:17]=[CH:18][c:19]2[cH:20][cH:21][c:22]([CH:23]=[O:24])[cH:25][cH:26]2)[n:4][c:5](-[c:7]2[cH:8][c:9]3[cH:10][cH:11][cH:12][cH:13][c:14]3[cH:15][cH:16]2)[o:6]1. Starting materials: CCOC(=O)C1(Cc2cc(OS(=O)(=O)C(F)(F)F)cc(Nc3ccnn3C(C)(C)C)n2)CCN(C(=O)OC(C)(C)C)CC1, C1COCCO1, CCOC(C)=O, [K+], [K+], [K+], O, OB(O)c1ccccc1, O=P([O-])([O-])[O-]. Yields the product CCOC(=O)C1(Cc2cc(-c3ccccc3)cc(Nc3ccnn3C(C)(C)C)n2)CCN(C(=O)OC(C)(C)C)CC1. Reaction SMILES: [C:1]([CH3:2])([CH3:3])([CH3:4])[n:5]1[n:6][cH:7][cH:8][c:9]1[NH:10][c:11]1[cH:12][c:13]([O:36][S:37]([C:38]([F:39])([F:40])[F:41])(=[O:42])=[O:43])[cH:14][c:15]([CH2:17][C:18]2([C:31](=[O:32])[O:33][CH2:34][CH3:35])[CH2:19][CH2:20][N:21]([C:24](=[O:25])[O:26][C:27]([CH3:28])([CH3:29])[CH3:30])[CH2:22][CH2:23]2)[n:16]1.[CH2:61]1[O:62][CH2:63][CH2:64][O:65][CH2:66]1.[CH3:67][CH2:68][O:69][C:70](=[O:71])[CH3:72].[K+:58].[K+:59].[K+:60].[OH2:73].[OH:44][B:45]([OH:46])[c:47]1[cH:48][cH:49][cH:50][cH:51][cH:52]1.[P:53]([O-:54])([O-:55])([O-:56])=[O:57]>>[C:1]([CH3:2])([CH3:3])([CH3:4])[n:5]1[n:6][cH:7][cH:8][c:9]1[NH:10][c:11]1[cH:12][c:13](-[c:47]2[cH:48][cH:49][cH:50][cH:51][cH:52]2)[cH:14][c:15]([CH2:17][C:18]2([C:31](=[O:32])[O:33][CH2:34][CH3:35])[CH2:19][CH2:20][N:21]([C:24](=[O:25])[O:26][C:27]([CH3:28])([CH3:29])[CH3:30])[CH2:22][CH2:23]2)[n:16]1.